Dataset: the Open Reaction Database (ORD), a public repository of structured organic reaction records. Task: describe an organic reaction: reactants, conditions, products, and yield The reactants are CC(C)(CO)CBr, CC#N, O=c1cc(OCc2ccc(F)cc2)ccn1-c1ccc(O)cc1, [I-], [K+], [K+], [Na+], O=C([O-])[O-]. Product: CC(C)(CO)COc1ccc(-n2ccc(OCc3ccc(F)cc3)cc2=O)cc1. As a reaction SMILES: [Br:30][CH2:31][C:32]([CH2:33][OH:34])([CH3:35])[CH3:36].[CH3:39][C:40]#[N:41].[F:1][c:2]1[cH:3][cH:4][c:5]([CH2:6][O:7][c:8]2[cH:9][c:10](=[O:21])[n:11](-[c:14]3[cH:15][cH:16][c:17]([OH:20])[cH:18][cH:19]3)[cH:12][cH:13]2)[cH:22][cH:23]1.[I-:37].[K+:24].[K+:25].[Na+:38].[O-:26][C:27]([O-:28])=[O:29]>>[F:1][c:2]1[cH:3][cH:4][c:5]([CH2:6][O:7][c:8]2[cH:9][c:10](=[O:21])[n:11](-[c:14]3[cH:15][cH:16][c:17]([O:20][CH2:31][C:32]([CH2:33][OH:34])([CH3:35])[CH3:36])[cH:18][cH:19]3)[cH:12][cH:13]2)[cH:22][cH:23]1. Starting materials: N,N,N′,N′-Tetramethyl-0-(7-azabenzotriazol-1-yl)uronium Hexafluorophosphate, COC1=C(CNC=2C3=C(N=CN2)N(C=C3)[C@@H]3C[C@@H]([C@@H]2[C@H]3OC(O2)(C)C)CN(C2CC(C2)CCC(=O)O)C(C)C)C=CC(=C1)OC (3-(3-((((3aR,4R,6R,6aS)-6-(4-((2,4-dimethoxybenzyl)amino)-7H-pyrrolo[2,3-d]pyrimidin-7-yl)-2,2-dimethyltetrahydro-3aH-cyclopenta[d][1,3]dioxol-4-yl)methyl)(isopropyl)amino)cyclobutyl)propanoic acid), C(C)(C)N(C(C)C)CC (N,N-Diisopropylethylamine), FC(OC=1C=C(C(=CC1)N)N)(F)F (4-(trifluoromethoxy)benzene-1,2-diamine), CN(C=O)C (N,N-Dimethylformamide). Run at time 8 hour. Product: NC1=C(C=CC(=C1)OC(F)(F)F)NC(CCC1CC(C1)N(C(C)C)C[C@H]1C[C@H]([C@@H]2OC(O[C@@H]21)(C)C)N2C=CC1=C2N=CN=C1NCC1=C(C=C(C=C1)OC)OC)=O (N-(2-amino-4-(trifluoromethoxy)phenyl)-3-(3-((((3 aR,4R,6R,6aS)-6-(4-((2,4-dimethoxybenzyl)amino)-7H-pyrrolo[2,3-d]pyrimidin-7-yl)-2,2-dimethyltetrahydro-3aH-cyclopenta[d][1,3]dioxol-4-yl)methyl)(isopropyl)amino)cyclobutyl)propanamide). Reaction SMILES: [CH3:1][O:2][C:3]1[CH:43]=[C:42]([O:44][CH3:45])[CH:41]=[CH:40][C:4]=1[CH2:5][NH:6][C:7]1[C:8]2[CH:15]=[CH:14][N:13]([C@H:16]3[C@@H:20]4[O:21][C:22]([CH3:25])([CH3:24])[O:23][C@@H:19]4[C@@H:18]([CH2:26][N:27]([CH:37]([CH3:39])[CH3:38])[CH:28]4[CH2:31][CH:30]([CH2:32][CH2:33][C:34]([OH:36])=O)[CH2:29]4)[CH2:17]3)[C:9]=2[N:10]=[CH:11][N:12]=1.C(N(CC)C(C)C)(C)C.[F:55][C:56]([F:67])([F:66])[O:57][C:58]1[CH:59]=[C:60]([NH2:65])[C:61]([NH2:64])=[CH:62][CH:63]=1.CN(C)C=O>>[NH2:65][C:60]1[CH:59]=[C:58]([O:57][C:56]([F:55])([F:66])[F:67])[CH:63]=[CH:62][C:61]=1[NH:64][C:34](=[O:36])[CH2:33][CH2:32][CH:30]1[CH2:29][CH:28]([N:27]([CH2:26][C@@H:18]2[C@@H:19]3[C@@H:20]([O:21][C:22]([CH3:25])([CH3:24])[O:23]3)[C@H:16]([N:13]3[C:9]4[N:10]=[CH:11][N:12]=[C:7]([NH:6][CH2:5][C:4]5[CH:40]=[CH:41][C:42]([O:44][CH3:45])=[CH:43][C:3]=5[O:2][CH3:1])[C:8]=4[CH:15]=[CH:14]3)[CH2:17]2)[CH:37]([CH3:39])[CH3:38])[CH2:31]1. Procedure details: N,N,N′,N′-Tetramethyl-0-(7-azabenzotriazol-1-yl)uronium Hexafluorophosphate (1.19 g, 3.14 mmol) added to a solution of 3-(3-((((3aR,4R,6R,6aS)-6-(4-((2,4-dimethoxybenzyl)amino)-7H-pyrrolo[2,3-d]pyrimidin-7-yl)-2,2-dimethyltetrahydro-3aH-cyclopenta[d][1,3]dioxol-4-yl)methyl)(isopropyl)amino)cyclobutyl)propanoic acid (1.3 g, 2.1 mmol) and N,N-Diisopropylethylamine (1.20 mL, 6.90 mmol) and 4-(trifluoromethoxy)benzene-1,2-diamine (0.482 g, 2.51 mmol) in N,N-Dimethylformamide (13.0 mL, 167 mmol). The... Reactants: Cl (HCl), OO (hydrogen peroxide), BrC1=CC(=C(C=C1)CC(C(=O)O)=O)[N+](=O)[O-] (4-bromo-2-nitrophenylpyruvic acid), [OH-].[Na+] (sodium hydroxide). Run in O (water). Reaction conditions: temperature 0 celsius. The product is BrC1=CC(=C(C=C1)CC(=O)O)[N+](=O)[O-] (4-bromo-2-nitrophenylacetic acid). RXN SMILES: [OH:1]O.[Br:3][C:4]1[CH:9]=[CH:8][C:7]([CH2:10][C:11](=[O:15])C(O)=O)=[C:6]([N+:16]([O-:18])=[O:17])[CH:5]=1.[OH-].[Na+].Cl>O>[Br:3][C:4]1[CH:9]=[CH:8][C:7]([CH2:10][C:11]([OH:15])=[O:1])=[C:6]([N+:16]([O-:18])=[O:17])[CH:5]=1 |f:2.3|. Procedure: A 30% hydrogen peroxide solution (4.95 mL, 0.04 mol) was added dropwise to a solution of 4-bromo-2-nitrophenylpyruvic acid (0.04 mol) and sodium hydroxide (5.3 g 0.1 mol) in water (175 mL) stirring at 0° C. The reaction solution was stirred for 1 h at 5° C. and then acidified with dilute HCl. The yellow precipitate was filtered and the crude product recrystallized from hexane and ethyl acetate to yield 8.4 g (75%) as a light beige solid; 1H-NMR (DMSO-d6): δ12.67 (br s, 1H), 8.28 (d, J=2.0 Hz), 7... Reaction SMILES: [Br:1][C:2]1[CH:7]=[C:6]([N+:8]([O-:10])=[O:9])[C:5](F)=[CH:4][N+:3]=1[O-:12].[CH3:13][NH2:14].O>C1COCC1>[Br:1][C:2]1[CH:7]=[C:6]([N+:8]([O-:10])=[O:9])[C:5]([NH:14][CH3:13])=[CH:4][N+:3]=1[O-:12]. The solvent is C1CCOC1 (THF), C1CCOC1 (THF). The product is BrC1=[N+](C=C(C(=C1)[N+](=O)[O-])NC)[O-] (2-Bromo-5-(methylamino)-4-nitropyridine 1-oxide). The reactants are BrC1=[N+](C=C(C(=C1)[N+](=O)[O-])F)[O-] (2-Bromo-5-fluoro-4-nitropyridine 1-oxide), CN (methylamine), O (Water). Reported procedure: 2-Bromo-5-fluoro-4-nitropyridine 1-oxide (11.2 g, 47 mmol) and 2 N methylamine (solution in THF) (48 mL, 96 mmol) in 150 mL THF was stirred for 5 min at ambient temperature. Water was poured into the mixture and THF was removed i.vac. The solid was filtered, washed with water and dried at 50° C. i. vac. Starting materials: CC(C)O, Clc1ccc(OCC2CO2)cc1, Fc1cccnc1N1CCNCC1. Yields the product OC(COc1ccc(Cl)cc1)CN1CCN(c2ncccc2F)CC1. As a reaction SMILES: [CH:26]([OH:27])([CH3:28])[CH3:29].[Cl:14][c:15]1[cH:16][cH:17][c:18]([O:19][CH2:20][CH:21]2[CH2:22][O:23]2)[cH:24][cH:25]1.[F:1][c:2]1[c:3]([N:8]2[CH2:9][CH2:10][NH:11][CH2:12][CH2:13]2)[n:4][cH:5][cH:6][cH:7]1>>[F:1][c:2]1[c:3]([N:8]2[CH2:9][CH2:10][N:11]([CH2:22][CH:21]([CH2:20][O:19][c:18]3[cH:17][cH:16][c:15]([Cl:14])[cH:25][cH:24]3)[OH:23])[CH2:12][CH2:13]2)[n:4][cH:5][cH:6][cH:7]1. The reactants are CC(C)CNc1cc(NC(=O)OC(C)(C)C)c(NC(=O)CC(=O)c2cccc(-n3ccnc3)c2)cc1Cl, ClCCl, O=C(O)C(F)(F)F. Product: CC(C)CNc1cc2c(cc1Cl)NC(=O)CC(c1cccc(-n3ccnc3)c1)=N2. Reaction SMILES: [C:1]([O:2][C:3](=[O:4])[NH:7][c:8]1[c:9]([NH:20][C:21]([CH2:22][C:23](=[O:5])[c:25]2[cH:26][c:27](-[n:31]3[cH:32][n:33][cH:34][cH:35]3)[cH:28][cH:29][cH:30]2)=[O:36])[cH:10][c:11]([Cl:19])[c:12]([NH:14][CH2:15][CH:16]([CH3:17])[CH3:18])[cH:13]1)([CH3:6])([CH3:24])[CH3:37].[Cl:45][CH2:46][Cl:47].[F:38][C:39]([F:40])([F:41])[C:42]([OH:43])=[O:44]>>[N:7]1=[C:23]([c:25]2[cH:26][c:27](-[n:31]3[cH:32][n:33][cH:34][cH:35]3)[cH:28][cH:29][cH:30]2)[CH2:22][C:21](=[O:36])[NH:20][c:9]2[c:8]1[cH:13][c:12]([NH:14][CH2:15][CH:16]([CH3:17])[CH3:18])[c:11]([Cl:19])[cH:10]2. Procedure details: reacting the first protected (2E)-2-(hydroxymethylene)-4,4-dimethylcyclohexanone and 4-chlorophenyl magnesium bromide to provide the first protected (2E)-1-(4-chlorophenyl)-2-(hydroxymethylene)-4,4-dimethylcyclohexanol; and isolating or not isolating the first protected (2E)-1-(4-chlorophenyl)-2-(hydroxymethylene)-4,4-dimethylcyclohexanol; and Reaction SMILES: [OH:1]/[CH:2]=[C:3]1/[C:4](=[O:11])[CH2:5][CH2:6][C:7]([CH3:10])([CH3:9])[CH2:8]/1.[Cl:12][C:13]1[CH:18]=[CH:17][C:16]([Mg]Br)=[CH:15][CH:14]=1>>[Cl:12][C:13]1[CH:18]=[CH:17][C:16]([C:4]2([OH:11])[CH2:5][CH2:6][C:7]([CH3:9])([CH3:10])[CH2:8]/[C:3]/2=[CH:2]\[OH:1])=[CH:15][CH:14]=1. Reactants: O\C=C/1\C(CCC(C1)(C)C)=O ((2E)-2-(hydroxymethylene)-4,4-dimethylcyclohexanone), ClC1=CC=C(C=C1)[Mg]Br (4-chlorophenyl magnesium bromide). Product: ClC1=CC=C(C=C1)C1(/C(/CC(CC1)(C)C)=C/O)O ((2E)-1-(4-chlorophenyl)-2-(hydroxymethylene)-4,4-dimethylcyclohexanol).